This data is from the Open Reaction Database (ORD), a public repository of structured organic reaction records. The task is: describe an organic reaction: reactants, conditions, products, and yield Starting materials: OC=1C=CC2=C(C=C(CCS2(=O)=O)C(=O)OC)C1 (Methyl 7-hydroxy-1,1-dioxo-2,3-dihydro-1-benzothiepine-4-carboxylate), C(C)OC=1C=C(CCl)C=CC1OCC (3,4-diethoxybenzyl chloride), C([O-])([O-])=O.[K+].[K+] (potassium carbonate). The solvent is CN(C)C=O (DMF), C(C)(=O)OCC (ethyl acetate). Reaction conditions: temperature 70 celsius, time 3 hour. Product: C(C)OC=1C=C(COC=2C=CC3=C(C=C(CCS3(=O)=O)C(=O)OC)C2)C=CC1OCC (methyl 7-(3,4-diethoxybenzyloxy)-1,1-dioxo-2,3-dihydro-1-benzothiepine-4-carboxylate). The yield is 122.0%. As a reaction SMILES: [OH:1][C:2]1[CH:3]=[CH:4][C:5]2[S:11](=[O:13])(=[O:12])[CH2:10][CH2:9][C:8]([C:14]([O:16][CH3:17])=[O:15])=[CH:7][C:6]=2[CH:18]=1.[CH2:19]([O:21][C:22]1[CH:23]=[C:24]([CH:27]=[CH:28][C:29]=1[O:30][CH2:31][CH3:32])[CH2:25]Cl)[CH3:20].C(=O)([O-])[O-].[K+].[K+]>CN(C=O)C.C(OCC)(=O)C>[CH2:19]([O:21][C:22]1[CH:23]=[C:24]([CH:27]=[CH:28][C:29]=1[O:30][CH2:31][CH3:32])[CH2:25][O:1][C:2]1[CH:3]=[CH:4][C:5]2[S:11](=[O:13])(=[O:12])[CH2:10][CH2:9][C:8]([C:14]([O:16][CH3:17])=[O:15])=[CH:7][C:6]=2[CH:18]=1)[CH3:20] |f:2.3.4|. Procedure details: Methyl 7-hydroxy-1,1-dioxo-2,3-dihydro-1-benzothiepine-4-carboxylate (403 mg), 3,4-diethoxybenzyl chloride (802 mg) and potassium carbonate (311 mg) were suspended in DMF (15 ml), and the resulting suspension was stirred at 70° C. for 3 hours. The reaction mixture was diluted with ethyl acetate and was washed respectively with water and an aqueous saturated solution of sodium chloride, and the organic layer was dried with anhydrous magnesium sulfate. After evaporation under reduced pressure to r... Reactants: O=C([O-])[O-], Cc1n[nH]c2cc(N(C)c3ccnc(Nc4cccc(CS(C)(=O)=O)c4)n3)ccc12, [Cs+], [Cs+], CI, CN(C)C=O, O. Yields the product Cc1nn(C)c2cc(N(C)c3ccnc(Nc4cccc(CS(C)(=O)=O)c4)n3)ccc12. RXN SMILES: [C:31](=[O:32])([O-:33])[O-:34].[CH3:1][N:2]([c:3]1[n:4][c:5]([NH:9][c:10]2[cH:11][c:12]([CH2:16][S:17](=[O:18])(=[O:19])[CH3:20])[cH:13][cH:14][cH:15]2)[n:6][cH:7][cH:8]1)[c:21]1[cH:22][cH:23][c:24]2[c:25]([CH3:30])[n:26][nH:27][c:28]2[cH:29]1.[Cs+:35].[Cs+:36].[I:37][CH3:38].[O:39]=[CH:40][N:41]([CH3:42])[CH3:43].[OH2:44]>>[CH3:1][N:2]([c:3]1[n:4][c:5]([NH:9][c:10]2[cH:11][c:12]([CH2:16][S:17](=[O:18])(=[O:19])[CH3:20])[cH:13][cH:14][cH:15]2)[n:6][cH:7][cH:8]1)[c:21]1[cH:22][cH:23][c:24]2[c:25]([CH3:30])[n:26][n:27]([CH3:31])[c:28]2[cH:29]1.